Dataset: the Open Reaction Database (ORD), a public repository of structured organic reaction records. Task: describe an organic reaction: reactants, conditions, products, and yield Reactants: BrCCOC=1C=C(C(=O)NC2=CC(=C(C=C2)Cl)C2=NC=CC=C2)C=CC1CS(=O)(=O)C (3-(2-Bromoethoxy)-N-(4-chloro-3-(pyridin-2-yl)phenyl)-4-(methylsulfonylmethyl)benzamide), C([O-])([O-])=O.[K+].[K+] (potassium carbonate), N1CCOCC1 (morpholine). Run in C(C)#N (acetonitrile), CN(C)C=O (DMF). Conditions: time 18 hour. Product: ClC1=C(C=C(C=C1)NC(C1=CC(=C(C=C1)CS(=O)(=O)C)OCCN1CCOCC1)=O)C1=NC=CC=C1 (N-(4-chloro-3-(pyridin-2-yl)phenyl)-4-(methylsulfonylmethyl)-3-(2-morpholinoethoxyl)benzamide). Yield: 59.6%. RXN SMILES: Br[CH2:2][CH2:3][O:4][C:5]1[CH:6]=[C:7]([CH:24]=[CH:25][C:26]=1[CH2:27][S:28]([CH3:31])(=[O:30])=[O:29])[C:8]([NH:10][C:11]1[CH:16]=[CH:15][C:14]([Cl:17])=[C:13]([C:18]2[CH:23]=[CH:22][CH:21]=[CH:20][N:19]=2)[CH:12]=1)=[O:9].C(=O)([O-])[O-].[K+].[K+].[NH:38]1[CH2:43][CH2:42][O:41][CH2:40][CH2:39]1>C(#N)C.CN(C=O)C>[Cl:17][C:14]1[CH:15]=[CH:16][C:11]([NH:10][C:8](=[O:9])[C:7]2[CH:24]=[CH:25][C:26]([CH2:27][S:28]([CH3:31])(=[O:30])=[O:29])=[C:5]([O:4][CH2:3][CH2:2][N:38]3[CH2:43][CH2:42][O:41][CH2:40][CH2:39]3)[CH:6]=2)=[CH:12][C:13]=1[C:18]1[CH:23]=[CH:22][CH:21]=[CH:20][N:19]=1 |f:1.2.3|. Procedure details: 3-(2-Bromoethoxy)-N-(4-chloro-3-(pyridin-2-yl)phenyl)-4-(methylsulfonylmethyl)benzamide (50 mg, 0.095 mmol) was dissolved in acetonitrile (1.0 ml) and DMF (1.0 ml), treated with potassium carbonate (16 mg, 0.12 mmol) and morpholine (10 μl, 0.11 mmol), and stirred 18 hours at room temperature. The reaction was heated to 50° C. for 8 hours, and then was allowed to stir 18 hours at room temperature. The reaction was quenched in water and extracted with ethyl acetate twice. The ethyl acetate extract... The reactants are CC(C)C[Al+]CC(C)C, C1CCOC1, Cc1ccccc1, CO, COC(=O)c1c(CCc2c(Cl)cccc2Cl)noc1C(C)C, [H-]. The product is CC(C)c1onc(CCc2c(Cl)cccc2Cl)c1CO. RXN SMILES: [CH2:24]([Al+:25][CH2:26][CH:27]([CH3:28])[CH3:29])[CH:30]([CH3:31])[CH3:32].[CH2:42]1[O:43][CH2:44][CH2:45][CH2:46]1.[CH3:33][c:34]1[cH:35][cH:36][cH:37][cH:38][cH:39]1.[CH3:40][OH:41].[Cl:1][c:2]1[c:3]([CH2:9][CH2:10][c:11]2[n:12][o:13][c:14]([CH:20]([CH3:21])[CH3:22])[c:15]2[C:16](=[O:17])[O:18][CH3:19])[c:4]([Cl:8])[cH:5][cH:6][cH:7]1.[H-:23]>>[Cl:1][c:2]1[c:3]([CH2:9][CH2:10][c:11]2[n:12][o:13][c:14]([CH:20]([CH3:21])[CH3:22])[c:15]2[CH2:16][OH:17])[c:4]([Cl:8])[cH:5][cH:6][cH:7]1. The reactants are C1CCOC1, OC1C=CCCC1, O=C1c2ccccc2C(=O)N1O, c1ccc(P(c2ccccc2)c2ccccc2)cc1. Yields the product O=C1c2ccccc2C(=O)N1OC1C=CCCC1. RXN SMILES: [O:39]1[CH2:40][CH2:41][CH2:42][CH2:43]1.[OH:1][CH:2]1[CH:3]=[CH:4][CH2:5][CH2:6][CH2:7]1.[OH:8][N:9]1[C:10](=[O:19])[c:11]2[c:12]([cH:15][cH:16][cH:17][cH:18]2)[C:13]1=[O:14].[c:20]1([P:21]([c:22]2[cH:23][cH:24][cH:25][cH:26][cH:27]2)[c:28]2[cH:29][cH:30][cH:31][cH:32][cH:33]2)[cH:34][cH:35][cH:36][cH:37][cH:38]1>>[O:1]([CH:2]1[CH:3]=[CH:4][CH2:5][CH2:6][CH2:7]1)[N:9]1[C:10](=[O:19])[c:11]2[c:12]([cH:15][cH:16][cH:17][cH:18]2)[C:13]1=[O:14]. Starting materials: ClC1=NN2C(=NC3=C2CCCC3)C=C1 (2-chloro-6,7,8,9-tetrahydropyridazino[1,6-a]benzimidazole), CN1CCNCCC1 (1-methylhomopiperazine). The product is CN1CCN(CCC1)C1=NN2C(=NC3=C2CCCC3)C=C1 (2-(4-methyl-1-homopiperazinyl)-6,7,8,9-tetrahydropyridazino[1,6-a]benzimidazole). RXN SMILES: Cl[C:2]1[CH:14]=[CH:13][C:5]2=[N:6][C:7]3[CH2:12][CH2:11][CH2:10][CH2:9][C:8]=3[N:4]2[N:3]=1.[CH3:15][N:16]1[CH2:22][CH2:21][CH2:20][NH:19][CH2:18][CH2:17]1>>[CH3:15][N:16]1[CH2:22][CH2:21][CH2:20][N:19]([C:2]2[CH:14]=[CH:13][C:5]3=[N:6][C:7]4[CH2:12][CH2:11][CH2:10][CH2:9][C:8]=4[N:4]3[N:3]=2)[CH2:18][CH2:17]1. Procedure: A mixture was prepared from 5.0 g of 2-chloro-6,7,8,9-tetrahydropyridazino[1,6-a]benzimidazole and 30 ml of 1-methylhomopiperazine and this was stirred and heated at reflux for 18 hours. The reaction mixture was then cooled and excess amine was removed by distillation to leave a tan solid residue. This solid was partitioned between methylene chloride and an aqueous 1% solution of sodium hydroxide. The methylene chloride layer was separated and the solvent was evaporated under reduced pressure to... Starting materials: CNC1CN(CC1)CCNC(=O)NC1=CC(=NC2=CC=CC=C12)C (1-[2-(3-methylamino-pyrrolidin-1-yl)-ethyl]-3-(2-methyl-quinolin-4-yl)-urea), C1=CC=C(C=C1)C2=CC=CC=C2N=C=O (2-biphenyl isocyanate). Run in C1CCOC1 (THF), C1CCOC1 (THF). Run at time 18 hour. Yields the product C1(=C(C=CC=C1)NC(N(C)C1CN(CC1)CCNC(=O)NC1=CC(=NC2=CC=CC=C12)C)=O)C1=CC=CC=C1 (1-{2-[3-(3-Biphenyl-2-yl-1-methyl-ureido)-pyrrolidin-1-yl]-ethyl}-3-(2-methyl-quinolin-4-yl)-urea). RXN SMILES: [CH3:1][NH:2][CH:3]1[CH2:7][CH2:6][N:5]([CH2:8][CH2:9][NH:10][C:11]([NH:13][C:14]2[C:23]3[C:18](=[CH:19][CH:20]=[CH:21][CH:22]=3)[N:17]=[C:16]([CH3:24])[CH:15]=2)=[O:12])[CH2:4]1.[CH:25]1[CH:30]=[CH:29][C:28]([C:31]2[C:36]([N:37]=[C:38]=[O:39])=[CH:35][CH:34]=[CH:33][CH:32]=2)=[CH:27][CH:26]=1>C1COCC1>[C:31]1([C:28]2[CH:27]=[CH:26][CH:25]=[CH:30][CH:29]=2)[CH:32]=[CH:33][CH:34]=[CH:35][C:36]=1[NH:37][C:38](=[O:39])[N:2]([CH:3]1[CH2:7][CH2:6][N:5]([CH2:8][CH2:9][NH:10][C:11]([NH:13][C:14]2[C:23]3[C:18](=[CH:19][CH:20]=[CH:21][CH:22]=3)[N:17]=[C:16]([CH3:24])[CH:15]=2)=[O:12])[CH2:4]1)[CH3:1]. Procedure: To a solution of 1-[2-(3-methylamino-pyrrolidin-1-yl)-ethyl]-3-(2-methyl-quinolin-4-yl)-urea (0.03 mmol) in THF (0.3 mL) is added a solution of 2-biphenyl isocyanate (0.09 mmol) in THF (0.6 mL). The reaction is allowed to stir for 18 h, and then is quenched with water (0.1 mL), and stirred for an additional 0.5 h. The reaction mixture is evaporated. The residue is taken up in a mixture of formic acid/TFA (1:1; 1 mL), and purified by preparative HPLC. The reactants are ClC1=CC=C2C(=N1)N(C(N2)=O)C (5-chloro-3-methyl-1,3-dihydro-2H-imidazo[4,5-b]pyridin-2-one), C([O-])([O-])=O.[Cs+].[Cs+] (cesium carbonate), C1(CC1)CBr (Cyclopropylmethyl Bromide). Solvent: CN1CCCC1=O (NMP), C(C)(=O)OCC (ethyl acetate), C([O-])(O)=O.[Na+] (sodium bicarbonate). Run at temperature 90 celsius. The product is ClC1=CC=C2C(=N1)N(C(N2CC2CC2)=O)C (5-chloro-1-(cyclopropylmethyl)-3-methyl-1,3-dihydro-2H-imidazo[4,5-b]pyridin-2-one). As a reaction SMILES: [Cl:1][C:2]1[N:7]=[C:6]2[N:8]([CH3:12])[C:9](=[O:11])[NH:10][C:5]2=[CH:4][CH:3]=1.C(=O)([O-])[O-].[Cs+].[Cs+].[CH:19]1([CH2:22]Br)[CH2:21][CH2:20]1>CN1C(=O)CCC1.C(OCC)(=O)C.C(=O)(O)[O-].[Na+]>[Cl:1][C:2]1[N:7]=[C:6]2[N:8]([CH3:12])[C:9](=[O:11])[N:10]([CH2:22][CH:19]3[CH2:21][CH2:20]3)[C:5]2=[CH:4][CH:3]=1 |f:1.2.3,7.8|. Procedure: 5-chloro-3-methyl-1,3-dihydro-2H-imidazo[4,5-b]pyridin-2-one (1-3) (2.97 g, 16.2 mmol) and cesium carbonate (15.8 g, 48.6 mmol) were added to a round bottom flask and suspended in NMP (25 mL) under nitrogen. Cyclopropylmethyl Bromide (4.4, 32.4 mmol) was added to the suspension and then refluxed at 90° C. overnight. The reaction was then cooled to room temperature and suspended in ethyl acetate and sodium bicarbonate. The suspension was washed with sodium bicarbonate, brine (×5), dried over sodi... Starting materials: C(C)(C)(C)OC(C1=CC(=C(C=C1)CN1N=C(N(C1=O)C1CC1)C1=CC=C(C=C1)Cl)Cl)=O (tert-Butyl-3-chloro-4-{[3-(4-chlorophenyl)-4-cyclopropyl-5-oxo-4,5-dihydro-1H-1,2,4-triazol-1-yl]methyl}benzoate), FC(C(=O)O)(F)F (trifluoroacetic acid). Solvent: ClCCl (dichloromethane). Conditions: time 72 hour. Yields the product ClC=1C=C(C(=O)O)C=CC1CN1N=C(N(C1=O)C1CC1)C1=CC=C(C=C1)Cl (3-Chloro-4-{[3-(4-chlorophenyl)-4-cyclopropyl-5-oxo-4,5-dihydro-1H-1,2,4-triazol-1-yl]methyl}benzoic acid). RXN SMILES: C([O:5][C:6](=[O:31])[C:7]1[CH:12]=[CH:11][C:10]([CH2:13][N:14]2[C:18](=[O:19])[N:17]([CH:20]3[CH2:22][CH2:21]3)[C:16]([C:23]3[CH:28]=[CH:27][C:26]([Cl:29])=[CH:25][CH:24]=3)=[N:15]2)=[C:9]([Cl:30])[CH:8]=1)(C)(C)C.FC(F)(F)C(O)=O>ClCCl>[Cl:30][C:9]1[CH:8]=[C:7]([CH:12]=[CH:11][C:10]=1[CH2:13][N:14]1[C:18](=[O:19])[N:17]([CH:20]2[CH2:22][CH2:21]2)[C:16]([C:23]2[CH:24]=[CH:25][C:26]([Cl:29])=[CH:27][CH:28]=2)=[N:15]1)[C:6]([OH:31])=[O:5]. Procedure: An amount of 1.38 g (3.00 mmol) of the compound from Example 26A was dissolved in 10 ml of dichloromethane and admixed at RT with 3.0 ml (39 mmol) of trifluoroacetic acid and stirred at RT for 72 h. The mixture was concentrated under reduced pressure and admixed with 10 ml of toluene and concentrated again. This procedure was repeated a further two times. The residue which remained was freed from remnants of solvent under a high vacuum. This gave 1.27 g (63% of theory) of the target compound wit... Reactants: Heterocyclic, ClC(C(O)O)(Cl)Cl (chloral hydrate), S(=O)(=O)([O-])[O-].[Na+].[Na+] (sodium sulfate), FC1=C(N)C=CC=C1 (2-fluoroaniline), Cl (hydrochloric acid), Cl.NO (hydroxylamine hydrochloride). The solvent is O (water), O (water). Product: FC1=C(C=CC=C1)NC(C=NO)=O (N-(2-Fluorophenyl)-2-(hydroxyimino)acetamide). Isolated yield 85.9%. RXN SMILES: Cl[C:2](Cl)(Cl)[CH:3]([OH:5])O.S([O-])([O-])(=O)=O.[Na+].[Na+].[F:15][C:16]1[CH:22]=[CH:21][CH:20]=[CH:19][C:17]=1[NH2:18].Cl.Cl.[NH2:25][OH:26]>O>[F:15][C:16]1[CH:22]=[CH:21][CH:20]=[CH:19][C:17]=1[NH:18][C:3](=[O:5])[CH:2]=[N:25][OH:26] |f:1.2.3,6.7|. Procedure: The title compound was prepared according to the method described in J. Heterocyclic Chem., vol. 27, p. 2151 (1990). To a solution of chloral hydrate (44.2 g, 267 mmol) and sodium sulfate (304 g, 2.14 mol) in water (700 mL), was added a solution of 2-fluoroaniline (27.0 g, 243 mmol) and conc. hydrochloric acid (70 mL) in water (140 mL) dropwise at room temperature, and furthermore hydroxylamine hydrochloride (74.4 g, 1.07 mol), and the resulting solution was heated under reflux for 10 minutes. T...